describe an organic reaction: reactants, conditions, products, and yield From a dataset of the Open Reaction Database (ORD), a public repository of structured organic reaction records. The reactants are OC(CC#N)CCCCC (3-hydroxycaprylonitrile), O1CCCC=C1 (dihydropyran), O.C1(=CC=C(C=C1)S(=O)(=O)O)C (p-toluenesulfonic acid. hydrate). The solvent is CCOCC (ether). Conditions: temperature 25 celsius, time 16 hour. Yields the product O1C(CCCC1)OC(CC#N)CCCCC (3-(Tetrahydro-2H-pyran-2-yloxy)caprylonitrile). Isolated yield 95.3%. As a reaction SMILES: [OH:1][CH:2]([CH2:6][CH2:7][CH2:8][CH2:9][CH3:10])[CH2:3][C:4]#[N:5].[O:11]1[CH:16]=[CH:15][CH2:14][CH2:13][CH2:12]1.O.C1(C)C=CC(S(O)(=O)=O)=CC=1>CCOCC>[O:11]1[CH2:16][CH2:15][CH2:14][CH2:13][CH:12]1[O:1][CH:2]([CH2:6][CH2:7][CH2:8][CH2:9][CH3:10])[CH2:3][C:4]#[N:5] |f:2.3|. Reported procedure: A mixture of 3-hydroxycaprylonitrile (5.2 g., 36.8 millimole), dihydropyran (3.8 g., 45 millimole) and p-toluenesulfonic acid. hydrate (catalytic amount) is stirred at 25° C. for 16 hours, then diluted with ether (100 ml.). The resulting solution is washed with 5% aqueous sodium hydroxide (25 ml.) and water (2 × 25 ml.), dried over magnesium sulfate and filtered. Evaporation of the filtrate in vacuo affords the title compound as a pale yellow oil (7.9 g., 95%), pmr (CDCl 3) δ 0.93 (3H, t), 2.54 ... Starting materials: [Br-], CC(C)(C)OC(=O)N1C(CC=O)COC1(C)C, C[Mg+], CCOCC. Product: CC(O)CC1COC(C)(C)N1C(=O)OC(C)(C)C. As a reaction SMILES: [Br-:18].[C:1]([CH3:2])([CH3:3])([CH3:4])[O:5][C:6](=[O:7])[N:8]1[C:9]([CH3:16])([CH3:17])[O:10][CH2:11][CH:12]1[CH2:13][CH:14]=[O:15].[CH3:19][Mg+:20].[CH3:21][CH2:22][O:23][CH2:24][CH3:25]>>[C:1]([CH3:2])([CH3:3])([CH3:4])[O:5][C:6](=[O:7])[N:8]1[C:9]([CH3:16])([CH3:17])[O:10][CH2:11][CH:12]1[CH2:13][CH:14]([OH:15])[CH3:19]. Starting materials: O (water), [H-].[Na+] (Sodium hydride), S1C(=NC2=C1C=CC=C2)N[C@@H]2CC[C@H](CC2)O (trans-4-(benzo[d]thiazol-2-ylamino)cyclohexanol), ClC1=NC=CN=C1Cl (2,3-dichloropyrazine). Run in CN(C)C=O (DMF). Reaction conditions: temperature 60 celsius, time 45 minute. Product: ClC=1C(=NC=CN1)O[C@@H]1CC[C@H](CC1)NC=1SC2=C(N1)C=CC=C2 (N-(trans-4-(3-chloropyrazin-2-yloxy)cyclohexyl)benzo[d]thiazol-2-amine). The yield is 57.3%. As a reaction SMILES: [H-].[Na+].[S:3]1[C:7]2[CH:8]=[CH:9][CH:10]=[CH:11][C:6]=2[N:5]=[C:4]1[NH:12][C@H:13]1[CH2:18][CH2:17][C@H:16]([OH:19])[CH2:15][CH2:14]1.[Cl:20][C:21]1[C:26](Cl)=[N:25][CH:24]=[CH:23][N:22]=1.O>CN(C=O)C>[Cl:20][C:21]1[C:26]([O:19][C@H:16]2[CH2:15][CH2:14][C@H:13]([NH:12][C:4]3[S:3][C:7]4[CH:8]=[CH:9][CH:10]=[CH:11][C:6]=4[N:5]=3)[CH2:18][CH2:17]2)=[N:25][CH:24]=[CH:23][N:22]=1 |f:0.1|. Procedure: Sodium hydride (60% dispersion, 0.41 g, 10.2 mmol) was added to a solution of trans-4-(benzo[d]thiazol-2-ylamino)cyclohexanol (as prepared according to Scheme 5) (1.10 g, 4.43 mmol) in DMF (20 mL) under argon. The mixture was stirred for 45 min and then 2,3-dichloropyrazine (0.66 g, 4.43 mmol) was added via syringe. This mixture was heated to 60° C. for 16 h, cooled to room temperature, then water was added slowly. The resulting suspension was filtered and the collected solid was purified by sil...